This data is from the Open Reaction Database (ORD), a public repository of structured organic reaction records. The task is: describe an organic reaction: reactants, conditions, products, and yield Reaction SMILES: [CH3:37][CH2:38][O:39][C:40](=[O:41])[CH3:42].[Cl:1][c:2]1[cH:3][c:4]([CH2:5][O:6][S:7]([CH3:8])(=[O:9])=[O:10])[cH:11][cH:12][c:13]1[CH:14]([C:15]([C:16]([F:17])([F:18])[F:19])([OH:20])[c:21]1[cH:22][c:23]([Cl:27])[n:24][cH:25][cH:26]1)[CH3:28].[Na:29][C:30]#[N:31].[O:32]=[CH:33][N:34]([CH3:35])[CH3:36]>>[Cl:1][c:2]1[cH:3][c:4]([CH2:5][C:30]#[N:31])[cH:11][cH:12][c:13]1[CH:14]([C:15]([C:16]([F:17])([F:18])[F:19])([OH:20])[c:21]1[cH:22][c:23]([Cl:27])[n:24][cH:25][cH:26]1)[CH3:28]. Reactants: CCOC(C)=O, CC(c1ccc(COS(C)(=O)=O)cc1Cl)C(O)(c1ccnc(Cl)c1)C(F)(F)F, N#C[Na], CN(C)C=O. Product: CC(c1ccc(CC#N)cc1Cl)C(O)(c1ccnc(Cl)c1)C(F)(F)F. Reactants: stannous chloride dihydrate, [N+](=O)([O-])C(C(C(C(=O)OC)C(=O)OC)C1=C(C=C(C=C1OC)OC)OC)C(=O)OC ((+)-Trimethyl 3-nitro-2-(2,4,6-trimethoxyphenyl)propane-1,1,3-tricarboxylate), [OH-].[Na+] (sodium hydroxide). The solvent is C(C)(=O)OCC (ethyl acetate). Reaction conditions: temperature 55 celsius. Product: O=C1C(C(C(N1)C(=O)OC)C1=C(C=C(C=C1OC)OC)OC)C(=O)OC ((+)-Dimethyl 5-oxo-3-(2,4,6-trimethoxyphenyl)pyrrolidine-2,4-dicarboxylate). RXN SMILES: [N+:1]([CH:4]([C:27]([O:29][CH3:30])=[O:28])[CH:5]([C:15]1[C:20]([O:21][CH3:22])=[CH:19][C:18]([O:23][CH3:24])=[CH:17][C:16]=1[O:25][CH3:26])[CH:6]([C:11]([O:13][CH3:14])=[O:12])[C:7](OC)=[O:8])([O-])=O.[OH-].[Na+]>C(OCC)(=O)C>[O:8]=[C:7]1[NH:1][CH:4]([C:27]([O:29][CH3:30])=[O:28])[CH:5]([C:15]2[C:20]([O:21][CH3:22])=[CH:19][C:18]([O:23][CH3:24])=[CH:17][C:16]=2[O:25][CH3:26])[CH:6]1[C:11]([O:13][CH3:14])=[O:12] |f:1.2|. Procedure details: (+)-Trimethyl 3-nitro-2-(2,4,6-trimethoxyphenyl)propane-1,1,3-tricarboxylate (7.8 g, 0.018 mol) was dissolved in ethyl acetate (100 mL). To this solution, stannous chloride dihydrate (25 g, 0.118 mol) was added in portions over a period of 10 mins under stirring. The reaction mixture was heated to 55° C. for 2 hours. The mixture was cooled to 10° C., basified with 10% sodium hydroxide solution to pH 9, filtered through a celite pad and the pad washed with ethyl acetate (50 mL). The aqueous layer... The reactants are C(C1=CC=CC=C1)N1CCC(CC1)=O (1-Benzyl-4-piperidone), FC1=C(C[Mg]Br)C=CC=C1 (2-fluorobenzyl magnesium bromide). Run in C(C)OCC (diethyl ether). Reaction conditions: temperature -4 celsius, time 20 minute. The product is C(C1=CC=CC=C1)N1CCC(CC1)(O)CC1=C(C=CC=C1)F (1-benzyl-4-(2-fluorobenzyl)-4-hydroxypiperidine). Yield: 56.7%. As a reaction SMILES: [CH2:1]([N:8]1[CH2:13][CH2:12][C:11](=[O:14])[CH2:10][CH2:9]1)[C:2]1[CH:7]=[CH:6][CH:5]=[CH:4][CH:3]=1.[F:15][C:16]1[CH:24]=[CH:23][CH:22]=[CH:21][C:17]=1[CH2:18][Mg]Br>C(OCC)C>[CH2:1]([N:8]1[CH2:13][CH2:12][C:11]([CH2:18][C:17]2[CH:21]=[CH:22][CH:23]=[CH:24][C:16]=2[F:15])([OH:14])[CH2:10][CH2:9]1)[C:2]1[CH:3]=[CH:4][CH:5]=[CH:6][CH:7]=1. Procedure details: 1-Benzyl-4-piperidone (10 g, 53 mmol) in diethyl ether (80 ml) was added dropwise to a cooled (-4° C.), stirred mixture of 2-fluorobenzyl magnesium bromide (prepared from magnesium and 2-fluorobenzyl bromide (9.56 ml, 80 mmol) in diethyl ether (65 ml)) under an atmosphere of nitrogen. The reaction mixture was stirred whilst warming to room temperature (30 minutes) then at room temperature for 20 minutes. The reaction mixture was quenched with 2M hydrochloric acid (100 ml). The aqueous was separa... The reactants are CC(=O)OC(C)=O, O=CO, CCON=C(C(=O)O)c1csc(N)n1. Yields the product CCON=C(C(=O)O)c1csc(NC=O)n1. As a reaction SMILES: [CH3:15][C:16](=[O:17])[O:18][C:19](=[O:20])[CH3:21].[CH:22]([OH:23])=[O:24].[NH2:1][c:2]1[s:3][cH:4][c:5]([C:7]([C:8](=[O:9])[OH:10])=[N:11][O:12][CH2:13][CH3:14])[n:6]1>>[NH:1]([c:2]1[s:3][cH:4][c:5]([C:7]([C:8](=[O:9])[OH:10])=[N:11][O:12][CH2:13][CH3:14])[n:6]1)[CH:16]=[O:17].